From a dataset of the Open Reaction Database (ORD), a public repository of structured organic reaction records. describe an organic reaction: reactants, conditions, products, and yield Starting materials: C1=C(C=CC2=CC=CC=C12)C(=O)Cl (2-naphthoyl chloride), C(C)(C)[N-]C(C)C.[Li+] (Lithium diisopropylamide), solution, C(C)(=O)OCCCCCCCCC=C (9-Decen-1-yl acetate). Run in C1CCOC1 (THF), C1CCOC1 (THF). Run at temperature -78 celsius, time 15 minute. The product is C1=C(C=CC2=CC=CC=C12)C(CC(=O)OCCCCCCCCC=C)=O (9-decen-1-yl 3-(β-naphthyl)-3-oxo-propionate). RXN SMILES: C([N-]C(C)C)(C)C.[Li+].[C:9]([O:12][CH2:13][CH2:14][CH2:15][CH2:16][CH2:17][CH2:18][CH2:19][CH2:20][CH:21]=[CH2:22])(=[O:11])[CH3:10].[CH:23]1[C:32]2[C:27](=[CH:28][CH:29]=[CH:30][CH:31]=2)[CH:26]=[CH:25][C:24]=1[C:33](Cl)=[O:34]>C1COCC1>[CH:23]1[C:32]2[C:27](=[CH:28][CH:29]=[CH:30][CH:31]=2)[CH:26]=[CH:25][C:24]=1[C:33](=[O:34])[CH2:10][C:9]([O:12][CH2:13][CH2:14][CH2:15][CH2:16][CH2:17][CH2:18][CH2:19][CH2:20][CH:21]=[CH2:22])=[O:11] |f:0.1|. Reported procedure: Lithium diisopropylamide (79.8 mL of a 2.0 M solution, 0.160 mol) is placed into a 250 mL three-necked round-bottomed flask fitted with a magnetic stirrer, internal thermometer, argon inlet, and addition funnel. The flask is cooled to -78° C. 9-Decen-1-yl acetate (14.91 g, 0.075 mol) is dissolved in THF (5 mL) and the resulting solution added to the flask over 45 min. Once addition is complete, the mixture is stirred for an additional 15 min. before being treated with a solution of 2-naphthoyl c...